From a dataset of the Open Reaction Database (ORD), a public repository of structured organic reaction records. describe an organic reaction: reactants, conditions, products, and yield Starting materials: COC(=O)C1=C(C#N)NC(C)=C(C(=O)O)C1c1cccc([N+](=O)[O-])c1, ClCCl, CC(C)O, ClP(Cl)(Cl)(Cl)Cl, [Na+], [Na+], O=C([O-])[O-]. The product is COC(=O)C1=C(C#N)NC(C)=C(C(=O)OC(C)C)C1c1cccc([N+](=O)[O-])c1. Reaction SMILES: [C:7](=[O:8])([OH:9])[C:10]1=[C:15]([CH3:16])[NH:14][C:13]([C:17]#[N:18])=[C:12]([C:19](=[O:20])[O:21][CH3:22])[CH:11]1[c:23]1[cH:24][c:25]([N+:29](=[O:30])[O-:31])[cH:26][cH:27][cH:28]1.[CH2:42]([Cl:43])[Cl:44].[CH:32]([CH3:33])([CH3:34])[OH:35].[Cl:1][P:2]([Cl:3])([Cl:4])([Cl:5])[Cl:6].[Na+:36].[Na+:37].[O-:38][C:39](=[O:40])[O-:41]>>[C:7](=[O:8])([O:9][CH:32]([CH3:33])[CH3:34])[C:10]1=[C:15]([CH3:16])[NH:14][C:13]([C:17]#[N:18])=[C:12]([C:19](=[O:20])[O:21][CH3:22])[CH:11]1[c:23]1[cH:24][c:25]([N+:29](=[O:30])[O-:31])[cH:26][cH:27][cH:28]1. Reactants: C(CC)N(C1=CC=C(C=C1)S(=O)(=O)Cl)CCC (4-dipropylaminobenzenesulphonyl chloride), O1CCCC1 (tetrahydrofuran), NCCCCC(=O)O (5-aminovaleric acid), [OH-].[Na+] (sodium hydroxide). Solvent: O (water). Reaction conditions: time 2 hour. The product is C(CC)N(C1=CC=C(C=C1)S(=O)(=O)NCCCCC(=O)O)CCC (5-(4-Dipropylaminobenzenesulphonylamino)valeric acid). Isolated yield 71.4%. RXN SMILES: [CH2:1]([N:4]([CH2:15][CH2:16][CH3:17])[C:5]1[CH:10]=[CH:9][C:8]([S:11](Cl)(=[O:13])=[O:12])=[CH:7][CH:6]=1)[CH2:2][CH3:3].[NH2:18][CH2:19][CH2:20][CH2:21][CH2:22][C:23]([OH:25])=[O:24].[OH-].[Na+].O1CCCC1>O>[CH2:1]([N:4]([CH2:15][CH2:16][CH3:17])[C:5]1[CH:10]=[CH:9][C:8]([S:11]([NH:18][CH2:19][CH2:20][CH2:21][CH2:22][C:23]([OH:25])=[O:24])(=[O:13])=[O:12])=[CH:7][CH:6]=1)[CH2:2][CH3:3] |f:2.3|. Procedure details: 6.5 g of 4-dipropylaminobenzenesulphonyl chloride, in solution, are added to a solution comprising 2.76 g of 5-aminovaleric acid and 2.82 g of sodium hydroxide dissolved in 28 cm3 of water, followed by the addition of 28 cm3 of tetrahydrofuran. The mixture is kept stirring for 2 hours, the tetrahydrofuran is evaporated off, the reaction medium is acidified using acetic acid and the solid formed is filtered off, washed with water and dried. 6 g of expected product are obtained. M.p. 95°-98° C. Af... Reactants: Cl (hydrochloric acid), C(C)OC(=O)C=1C(=NC=CC1)N1CCN(CC1)CCC=C1C2=C(OCOC3=C1C=CC=C3)C=CC=C2 (2-(4-(3-(12H-dibenzo[d,g][1,3]dioxocin-12-ylidene)-1-propyl)-piperazin-1-yl)-3-pyridinecarboxylic acid ethyl ester), [OH-].[Na+] (sodium hydroxide), ClCCl (dichloromethane). Run in C(C)O (ethanol). Conditions: time 4 hour. The product is Cl.C1=CC=CC=2OCOC3=C(C(C21)=CCCN2CCN(CC2)C2=NC=CC=C2C(=O)O)C=CC=C3 (2-(4-(3-(12H-Dibenzo[d,g][1,3]dioxocin-12-ylidene)-1-propyl)piperazin-1yl)-3-pyridinecarboxylic acid hydrochloride). Isolated yield 74.0%. As a reaction SMILES: C([O:3][C:4]([C:6]1[C:7]([N:12]2[CH2:17][CH2:16][N:15]([CH2:18][CH2:19][CH:20]=[C:21]3[C:28]4[CH:29]=[CH:30][CH:31]=[CH:32][C:27]=4[O:26][CH2:25][O:24][C:23]4[CH:33]=[CH:34][CH:35]=[CH:36][C:22]3=4)[CH2:14][CH2:13]2)=[N:8][CH:9]=[CH:10][CH:11]=1)=[O:5])C.[OH-].[Na+].[Cl:39]CCl.Cl>C(O)C>[ClH:39].[CH:29]1[C:28]2[C:21](=[CH:20][CH2:19][CH2:18][N:15]3[CH2:14][CH2:13][N:12]([C:7]4[C:6]([C:4]([OH:5])=[O:3])=[CH:11][CH:10]=[CH:9][N:8]=4)[CH2:17][CH2:16]3)[C:22]3[CH:36]=[CH:35][CH:34]=[CH:33][C:23]=3[O:24][CH2:25][O:26][C:27]=2[CH:32]=[CH:31][CH:30]=1 |f:1.2,6.7|. Reported procedure: A mixture of the above ester (0.99 g, 2 mmol) and 20% sodium hydroxide (1.5 ml) in ethanol (13 ml) was stirred at room temperature for 4 h. The mixture was poured into dichloromethane (100 ml), acidified with 2 N hydrochloric acid and washed with water (10 ml). The organic solution was dried (MgSO4) and activated charcoal was added. The mixture was stirred for 10 minutes, filtered and the solvent was removed in vacuo. The residue was triturated with acetone and the solid product was overlaid wit...